From a dataset of the Open Reaction Database (ORD), a public repository of structured organic reaction records. describe an organic reaction: reactants, conditions, products, and yield The reactants are [OH-].[Na+] (sodium hydroxide), FC(C=1C=C(CN(C2=NC=C(C=N2)OCCCC(=O)OCC)CC2=C(C=CC(=C2)C(F)(F)F)N(C(=O)NCC)CC)C=C(C1)C(F)(F)F)(F)F (Ethyl 4-(2-{(3,5-bis-trifluoromethyl-benzyl)-[2-(1,3-diethylureido)-5-trifluoromethyl-benzyl]-amino}-pyrimidin-5-yloxy)-butyrate), C(C)(=O)OCC (ethyl acetate). Solvent: C(C)O (ethanol). Run at time 8 hour. Yields the product FC(C=1C=C(CN(C2=NC=C(C=N2)OCCCC(=O)O)CC2=C(C=CC(=C2)C(F)(F)F)N(C(=O)NCC)CC)C=C(C1)C(F)(F)F)(F)F (4-(2-{(3,5-bis-trifluoromethyl-benzyl)-[2-(1,3-diethylureido)-5-trifluoromethyl-benzyl]-amino}-pyrimidin-5-yloxy)-butyric acid). Yield: 42.9%. RXN SMILES: [F:1][C:2]([F:50])([F:49])[C:3]1[CH:4]=[C:5]([CH:42]=[C:43]([C:45]([F:48])([F:47])[F:46])[CH:44]=1)[CH2:6][N:7]([CH2:23][C:24]1[CH:29]=[C:28]([C:30]([F:33])([F:32])[F:31])[CH:27]=[CH:26][C:25]=1[N:34]([CH2:40][CH3:41])[C:35]([NH:37][CH2:38][CH3:39])=[O:36])[C:8]1[N:13]=[CH:12][C:11]([O:14][CH2:15][CH2:16][CH2:17][C:18]([O:20]CC)=[O:19])=[CH:10][N:9]=1.[OH-].[Na+].C(OCC)(=O)C>C(O)C>[F:50][C:2]([F:1])([F:49])[C:3]1[CH:4]=[C:5]([CH:42]=[C:43]([C:45]([F:46])([F:47])[F:48])[CH:44]=1)[CH2:6][N:7]([CH2:23][C:24]1[CH:29]=[C:28]([C:30]([F:33])([F:32])[F:31])[CH:27]=[CH:26][C:25]=1[N:34]([CH2:40][CH3:41])[C:35]([NH:37][CH2:38][CH3:39])=[O:36])[C:8]1[N:9]=[CH:10][C:11]([O:14][CH2:15][CH2:16][CH2:17][C:18]([OH:20])=[O:19])=[CH:12][N:13]=1 |f:1.2|. Procedure details: Ethyl 4-(2-{(3,5-bis-trifluoromethyl-benzyl)-[2-(1,3-diethylureido)-5-trifluoromethyl-benzyl]-amino}-pyrimidin-5-yloxy)-butyrate (165 mg) is dissolved in ethanol (3 ml) and thereto is added 2N-aqueous sodium hydroxide solution (342 μl) and the mixture is stirred at room temperature overnight. To the reaction solution are added ethyl acetate and a 1N-hydrochloric acid, and the mixture is separated, and the organic layer is washed with a saturated brine, dried over magnesium sulfate, and concentra... The reactants are C(C)(=O)OCC (ethyl acetate), BrC=1C=C2C(=NC1)N(C=C2)S(=O)(=O)C2=CC=CC=C2 (5-bromo-1-(phenylsulfonyl)-1H-pyrrolo[2,3-b]pyridine), [Li+].CC(C)[N-]C(C)C (LDA), Cl[Si](C)(C)C (Chlorotrimethylsilane). Solvent: hexanes, C1CCOC1 (THF). Run at temperature -70 celsius, time 1 hour. The product is BrC=1C=C2C(=NC1)N(C(=C2)[Si](C)(C)C)S(=O)(=O)C2=CC=CC=C2 (5-Bromo-1-(phenylsulfonyl)-2-(trimethylsilyl)-1H-pyrrolo[2,3-b]pyridine). Isolated yield 65.9%. Reaction SMILES: [Br:1][C:2]1[CH:3]=[C:4]2[CH:10]=[CH:9][N:8]([S:11]([C:14]3[CH:19]=[CH:18][CH:17]=[CH:16][CH:15]=3)(=[O:13])=[O:12])[C:5]2=[N:6][CH:7]=1.[Li+].CC([N-]C(C)C)C.Cl[Si:29]([CH3:32])([CH3:31])[CH3:30].C(OCC)(=O)C>C1COCC1>[Br:1][C:2]1[CH:3]=[C:4]2[CH:10]=[C:9]([Si:29]([CH3:32])([CH3:31])[CH3:30])[N:8]([S:11]([C:14]3[CH:19]=[CH:18][CH:17]=[CH:16][CH:15]=3)(=[O:12])=[O:13])[C:5]2=[N:6][CH:7]=1 |f:1.2|. Reported procedure: To a well stirred solution of 5-bromo-1-(phenylsulfonyl)-1H-pyrrolo[2,3-b]pyridine (6.0 g, 17.8 mmol) in dry THF (60 mL) was added LDA (2M in THF; 16.0 mL, 32 mmol) at −78° C. slowly over 15 min. The reaction mixture was stirred at −70° C. for 1 h and then cooled back to −78° C. Chlorotrimethylsilane (4.1 mL, 32 mmol) was added slowly, and the reaction mixture was allowed to warm to ambient temperature over 4 h (TLC monitoring: 20% ethyl acetate in hexanes). Solvent was removed under reduced pre... The reactants are CC=1C=C2C(=C(C=NC2=CC1)[N+](=O)[O-])O (6-Methyl-3-nitroquinolin-4-ol), CC=1C=C2C(=C(C=NC2=CC1)[N+](=O)[O-])O (6-Methyl-3-nitroquinolin-4-ol), O=P(Cl)(Cl)Cl (POCl3), ice water. Product: ClC1=C(C=NC2=CC=C(C=C12)C)[N+](=O)[O-] (4-Chloro-6-methyl-3-nitroquinoline). RXN SMILES: [CH3:1][C:2]1[CH:3]=[C:4]2[C:9](=[CH:10][CH:11]=1)[N:8]=[CH:7][C:6]([N+:12]([O-:14])=[O:13])=[C:5]2O.O=P(Cl)(Cl)[Cl:18]>>[Cl:18][C:5]1[C:4]2[C:9](=[CH:10][CH:11]=[C:2]([CH3:1])[CH:3]=2)[N:8]=[CH:7][C:6]=1[N+:12]([O-:14])=[O:13]. Procedure: 6-Methyl-3-nitroquinolin-4-ol (Compound of step 2, 610 mg) in POCl3 (5 mL) was stirred for 45 min at 120° C. The mixture was cooled to RT and poured slowly into ice-water. The precipitate was filtered, washed with ice-cold water and dissolved in CH2Cl2. The organic phase was washed with cold brine, and the aqueous phase was discarded. After drying over Na2SO4, the organic solvent was evaporated to dryness to obtain the title compound. Yield: 600 mg (90%); 1HNMR (DMSO-d6, 300 MHz: δ 9.299 (s, 1H)... Starting materials: CN(S(=O)(=O)NCC(C)(C1=CC=C(C=C1)I)F)C ([(Dimethylamino)sulfonyl][2-fluoro-2-(4-iodophenyl)propyl]amine), NC=1C=C(C=CC1)B(O)O (3-aminobenzeneboronic acid), C([O-])([O-])=O.[K+].[K+] (potassium carbonate), tetrakis(triphenyl phosphine)palladium(0), O1CCOCC1.O (dioxane water). Solvent: O (H2O). Conditions: temperature 70 celsius. Yields the product NC=1C=C(C=CC1)C1=CC=C(C=C1)C(CNS(=O)(=O)N(C)C)(C)F ({2-[4-(3-aminophenyl)phenyl]-2-fluoropropyl}[(dimethylamino)sulfonyl]amine). As a reaction SMILES: [CH3:1][N:2]([CH3:18])[S:3]([NH:6][CH2:7][C:8]([F:17])([C:10]1[CH:15]=[CH:14][C:13](I)=[CH:12][CH:11]=1)[CH3:9])(=[O:5])=[O:4].[NH2:19][C:20]1[CH:21]=[C:22](B(O)O)[CH:23]=[CH:24][CH:25]=1.C(=O)([O-])[O-].[K+].[K+].O1CCOCC1.O>O>[NH2:19][C:20]1[CH:25]=[C:24]([C:13]2[CH:14]=[CH:15][C:10]([C:8]([F:17])([CH3:9])[CH2:7][NH:6][S:3]([N:2]([CH3:18])[CH3:1])(=[O:5])=[O:4])=[CH:11][CH:12]=2)[CH:23]=[CH:22][CH:21]=1 |f:2.3.4,5.6|. Procedure details: [(Dimethylamino)sulfonyl][2-fluoro-2-(4-iodophenyl)propyl]amine (386, 1.0 mmol, prepared in example 36), 3-aminobenzeneboronic acid (201 mg, 1.3 mmol), potassium carbonate (179 mg, 1.3 mmol), tetrakis(triphenyl phosphine)palladium(0) (58 mg, 0.05 mmol), and dioxane/water (60 mL, 3:1) are mixed together in a 100 mL single neck flask and stirred at 70° C. over night. In the morning, the reaction is cooled to room temperature and poured into H2O, and the desired product is extracted with ethyl acet... The reactants are CCOC(=O)c1ccccc1OC(=O)C(Cc1ccccc1)NC(=O)OC(C)(C)C, ClCCl, O=C(O)C(F)(F)F. Yields the product CCOC(=O)c1ccccc1OC(=O)C(N)Cc1ccccc1. RXN SMILES: [C:1]([O:2][C:3](=[O:4])[NH:8][CH:9]([C:10](=[O:11])[O:12][c:13]1[c:14]([C:15](=[O:16])[O:17][CH2:18][CH3:19])[cH:20][cH:21][cH:22][cH:23]1)[CH2:24][c:25]1[cH:26][cH:27][cH:28][cH:29][cH:30]1)([CH3:5])([CH3:6])[CH3:7].[Cl:31][CH2:32][Cl:33].[F:34][C:35]([F:36])([F:37])[C:38]([OH:39])=[O:40]>>[NH2:8][CH:9]([C:10](=[O:11])[O:12][c:13]1[c:14]([C:15](=[O:16])[O:17][CH2:18][CH3:19])[cH:20][cH:21][cH:22][cH:23]1)[CH2:24][c:25]1[cH:26][cH:27][cH:28][cH:29][cH:30]1. Reactants: C(C)(C)N(N=NC1=CC=C(C=C1)C#C[Si](C)(C)C)C(C)C (1-(diisopropyltriazenyl)-4-((trimethylsilyl)ethynyl)benzene), C(=O)([O-])[O-].[K+].[K+] (K2CO3). Solvent: CO (MeOH). Reaction conditions: time 15 hour. The product is C(C)(C)N(N=NC1=CC=C(C=C1)C#C)C(C)C (1-(diisopropyltriazenyl)-4-ethynylbenzene). Yield: 96.0%. Reaction SMILES: [CH:1]([N:4]([CH:19]([CH3:21])[CH3:20])[N:5]=[N:6][C:7]1[CH:12]=[CH:11][C:10]([C:13]#[C:14][Si](C)(C)C)=[CH:9][CH:8]=1)([CH3:3])[CH3:2].C([O-])([O-])=O.[K+].[K+]>CO>[CH:19]([N:4]([CH:1]([CH3:3])[CH3:2])[N:5]=[N:6][C:7]1[CH:8]=[CH:9][C:10]([C:13]#[CH:14])=[CH:11][CH:12]=1)([CH3:21])[CH3:20] |f:1.2.3|. Procedure details: 6 g of 1-(diisopropyltriazenyl)-4-((trimethylsilyl)ethynyl)benzene (19.9 mmol, 1 eq.) are dissolved in 100 ml of MeOH, and 13.7 g of K2CO3 (99.5 mmol, 5 eq.) are added in small portions. The reaction medium is stirred at room temperature for 15 h and then evaporated to dryness and taken up in 100 ml of water and 100 ml of EtOAc. The aqueous phase is extracted four times with 50 ml of EtOAc, after which the organic phase is dried over magnesium sulfate, filtered and then evaporated to give 4.38 g... The reactants are COc1cc2nccc(C(C#N)c3ccc(Br)cc3)c2cc1OC, Cl, N, O=S(=O)(O)O. Yields the product COc1cc2nccc(Cc3ccc(Br)cc3)c2cc1OC. As a reaction SMILES: [CH3:1][O:2][c:3]1[cH:4][c:5]2[c:6]([CH:15]([C:16]#[N:17])[c:18]3[cH:19][cH:20][c:21]([Br:24])[cH:22][cH:23]3)[cH:7][cH:8][n:9][c:10]2[cH:11][c:12]1[O:13][CH3:14].[ClH:26].[NH3:25].[S:27](=[O:28])(=[O:29])([OH:30])[OH:31]>>[CH3:1][O:2][c:3]1[cH:4][c:5]2[c:6]([CH2:15][c:18]3[cH:19][cH:20][c:21]([Br:24])[cH:22][cH:23]3)[cH:7][cH:8][n:9][c:10]2[cH:11][c:12]1[O:13][CH3:14].